Dataset: the Open Reaction Database (ORD), a public repository of structured organic reaction records. Task: describe an organic reaction: reactants, conditions, products, and yield Reactants: COC1=NC=CC=C1C=1NC2=CC=CC=C2C1C1CCNCC1 (2-(2-methoxy-pyridin-3-yl)-3-piperidin-4-yl-1H-indole), C(C1=CC=CC=C1)Br (benzyl bromide), C(C)(=O)OCC (ethyl acetate), C(C)(C)N(CC)C(C)C (diisopropylethylamine). Run in ClCCl (dichloromethane), O (water). Run at time 2 hour. Yields the product C(C1=CC=CC=C1)N1CCC(CC1)C1=C(NC2=CC=CC=C12)C=1C(=NC=CC1)OC (3-(1-benzyl-piperidin-4-yl)-2-(2-methoxy-pyridin-3-yl)-1H-indole), solid. Isolated yield 48.0%. Reaction SMILES: [CH3:1][O:2][C:3]1[C:8]([C:9]2[NH:10][C:11]3[C:16]([C:17]=2[CH:18]2[CH2:23][CH2:22][NH:21][CH2:20][CH2:19]2)=[CH:15][CH:14]=[CH:13][CH:12]=3)=[CH:7][CH:6]=[CH:5][N:4]=1.C(N(C(C)C)CC)(C)C.[CH2:33](Br)[C:34]1[CH:39]=[CH:38][CH:37]=[CH:36][CH:35]=1.C(OCC)(=O)C>ClCCl.O>[CH2:33]([N:21]1[CH2:22][CH2:23][CH:18]([C:17]2[C:16]3[C:11](=[CH:12][CH:13]=[CH:14][CH:15]=3)[NH:10][C:9]=2[C:8]2[C:3]([O:2][CH3:1])=[N:4][CH:5]=[CH:6][CH:7]=2)[CH2:19][CH2:20]1)[C:34]1[CH:39]=[CH:38][CH:37]=[CH:36][CH:35]=1. Reported procedure: To a suspension of 2-(2-methoxy-pyridin-3-yl)-3-piperidin-4-yl-1H-indole (0.13 g, 0.42 mmol) in dichloromethane (5 ml) was added diisopropylethylamine (0.22 ml, 1.25 mmol) followed by the benzyl bromide (0.075 g, 0.44 mmol). The reaction was stirred at room temperature for 2 h followed by addition of ethyl acetate and water. The organic layer was separated and washed with water, dried using Na2SO4, filtered and concentrated. The crude product was purified by flash column chromatography (SiO2, 10... Starting materials: C(C#C)N (propargylamine), C1(=CC=CC=C1)N=C=O (phenyl isocyanate). Run in C1(=CC=CC=C1)C (toluene), C1(=CC=CC=C1)C (toluene). Run at time 30 minute. The product is C1(=CC=CC=C1)NC(=O)NCC#C (N-phenyl-N′-propargylurea). Isolated yield 90.2%. RXN SMILES: [CH2:1]([NH2:4])[C:2]#[CH:3].[C:5]1([N:11]=[C:12]=[O:13])[CH:10]=[CH:9][CH:8]=[CH:7][CH:6]=1>C1(C)C=CC=CC=1>[C:5]1([NH:11][C:12]([NH:4][CH2:1][C:2]#[CH:3])=[O:13])[CH:10]=[CH:9][CH:8]=[CH:7][CH:6]=1. Procedure details: 25 g (0.45 mol) of propargylamine dissolved in 80 ml of toluene are added dropwise to a suspension of 50 ml (0.45 mol) of phenyl isocyanate in 160 ml of toluene. The mixture is stirred for 1 h 30 min, the precipitate is filtered, washed with a small amount of toluene and then dried in a vacuum oven at 40° C. 70.7 g of product are obtained. (m.p.=133° C.). The reactants are C1CCNCC1, ClCCl, CCOC(OCC)C(C)N(Cc1cccc2ccccc12)C(=O)C(CC(=O)OC(C)(C)C)NC(=O)OCC1c2ccccc2-c2ccccc21. Product: CCOC(OCC)C(C)N(Cc1cccc2ccccc12)C(=O)C(N)CC(=O)OC(C)(C)C. Reaction SMILES: [CH2:51]1[CH2:52][CH2:53][NH:54][CH2:55][CH2:56]1.[Cl:57][CH2:58][Cl:59].[cH:1]1[c:2]2[c:14]([cH:15][cH:16][cH:17]1)-[c:9]1[c:8]([cH:13][cH:12][cH:11][cH:10]1)[CH:3]2[CH2:4][O:5][C:6](=[O:7])[NH:18][CH:19]([CH2:20][C:21](=[O:22])[O:23][C:24]([CH3:25])([CH3:26])[CH3:27])[C:28](=[O:29])[N:30]([CH2:31][c:32]1[cH:33][cH:34][cH:35][c:36]2[cH:37][cH:38][cH:39][cH:40][c:41]12)[CH:42]([CH:43]([O:44][CH2:45][CH3:46])[O:47][CH2:48][CH3:49])[CH3:50]>>[NH2:18][CH:19]([CH2:20][C:21](=[O:22])[O:23][C:24]([CH3:25])([CH3:26])[CH3:27])[C:28](=[O:29])[N:30]([CH2:31][c:32]1[cH:33][cH:34][cH:35][c:36]2[cH:37][cH:38][cH:39][cH:40][c:41]12)[CH:42]([CH:43]([O:44][CH2:45][CH3:46])[O:47][CH2:48][CH3:49])[CH3:50]. Starting materials: C([O-])(O)=O.[Na+] (sodium bicarbonate), C(C1=CC=CC=C1)NC(O)=O.N1CCC(CC1)=O (4-piperidinone benzyl carbamate), BrCC(CO)O (3-bromo-1,2-propanediol), C1(=CC=C(C=C1)S(=O)(=O)O)C (p-toluenesulfonic acid). Run in C1(=CC=CC=C1)C (toluene). Run at temperature 110 celsius. The product is C(C1=CC=CC=C1)NC(O)=O.BrCC1OC2(OC1)CCNCC2 (2-bromomethyl-1,4-dioxa-8-azaspiro[4.5]decane benzyl carbamate). Reaction SMILES: [CH2:1]([NH:8][C:9](=[O:11])[OH:10])[C:2]1[CH:7]=[CH:6][CH:5]=[CH:4][CH:3]=1.[NH:12]1[CH2:17][CH2:16][C:15](=[O:18])[CH2:14][CH2:13]1.[Br:19][CH2:20][CH:21](O)[CH2:22][OH:23].C1(C)C=CC(S(O)(=O)=O)=CC=1.C(=O)(O)[O-].[Na+]>C1(C)C=CC=CC=1>[CH2:1]([NH:8][C:9](=[O:10])[OH:11])[C:2]1[CH:7]=[CH:6][CH:5]=[CH:4][CH:3]=1.[Br:19][CH2:20][CH:21]1[CH2:22][O:23][C:15]2([CH2:16][CH2:17][NH:12][CH2:13][CH2:14]2)[O:18]1 |f:0.1,4.5,7.8|. Procedure details: A 5.00 g (21.43 mmol) sample of 4-piperidinone benzyl carbamate, from Step 2 Example 196, 4.69 mL (53.59 mmol) of 3-bromo-1,2-propanediol, and 0.200 g (1.07 mmol) of p-toluenesulfonic acid was added to 100 mL of toluene and the mixture was heated at 110° C. for 24 hours. The reaction solution was poured into 200 mL of 7% sodium bicarbonate solution, washed well, washed with water, dried over anhydrous sodium sulfate and the solvent removed under vacuum to afford 7.79 g of 2-bromomethyl-1,4-dioxa... Starting materials: C(C)(=O)N1C(CC(C2=CC(=CC=C12)N)(C)C1=CC=CC=C1)(C)C (1-acetyl-6-amino-4-phenyl-1,2,3,4-tetrahydro-2,2,4-trimethylquinoline), C(C1=CC=CC=C1)(=O)Cl (benzoyl chloride), C(C)(C)N(C(C)C)CC (N,N-diisopropylethylamine). Solvent: O1CCCC1 (tetrahydrofuran). The product is C(C)(=O)N1C(CC(C2=CC(=CC=C12)NC(C1=CC=CC=C1)=O)(C)C1=CC=CC=C1)(C)C (1-Acetyl-6-benzoylamino-4-phenyl-1,2,3,4-tetrahydro-2,2,4-trimethylquinoline). As a reaction SMILES: [C:1]([N:4]1[C:13]2[C:8](=[CH:9][C:10]([NH2:14])=[CH:11][CH:12]=2)[C:7]([C:16]2[CH:21]=[CH:20][CH:19]=[CH:18][CH:17]=2)([CH3:15])[CH2:6][C:5]1([CH3:23])[CH3:22])(=[O:3])[CH3:2].[C:24](Cl)(=[O:31])[C:25]1[CH:30]=[CH:29][CH:28]=[CH:27][CH:26]=1.C(N(CC)C(C)C)(C)C>O1CCCC1>[C:1]([N:4]1[C:13]2[C:8](=[CH:9][C:10]([NH:14][C:24](=[O:31])[C:25]3[CH:30]=[CH:29][CH:28]=[CH:27][CH:26]=3)=[CH:11][CH:12]=2)[C:7]([C:16]2[CH:21]=[CH:20][CH:19]=[CH:18][CH:17]=2)([CH3:15])[CH2:6][C:5]1([CH3:23])[CH3:22])(=[O:3])[CH3:2]. Procedure: Acylation of 1-acetyl-6-amino-4-phenyl-1,2,3,4-tetrahydro-2,2,4-trimethylquinoline (10 mg) with benzoyl chloride (9.1 mg) and N,N-diisopropylethylamine (22 μl) in tetrahydrofuran (1 ml) was performed according to the method described in example 6. Reactants: N12CCCCCC2=NCCC1 (1,8-diazabicyclo(5.4.0)undec-7-ene), FC1=CC2=CN(N=C2C(=C1)C(C)O)COCC[Si](C)(C)C ((±)-1-(5-Fluoro-2-((2-(trimethylsilyl)ethoxy)methyl)-2H-indazol-7-yl)ethanol), ClC(C#N)(Cl)Cl (trichloroacetonitrile). Run in ClCCl (dichloromethane). Reaction conditions: temperature 0 celsius, time 10 minute. The product is ClC(C(OC(C)C1=CC(=CC2=CN(N=C12)COCC[Si](C)(C)C)F)=N)(Cl)Cl ((±)-1-(5-Fluoro-2-((2-(trimethylsilyl)ethoxy)methyl)-2H-indazole-7-yl)ethyl 2,2,2-trichloroacetimidate). RXN SMILES: [F:1][C:2]1[CH:10]=[C:9]([CH:11]([OH:13])[CH3:12])[C:8]2[C:4](=[CH:5][N:6]([CH2:14][O:15][CH2:16][CH2:17][Si:18]([CH3:21])([CH3:20])[CH3:19])[N:7]=2)[CH:3]=1.N12CCCN=C1CCCCC2.[Cl:33][C:34]([Cl:38])([Cl:37])[C:35]#[N:36]>ClCCl>[Cl:33][C:34]([Cl:38])([Cl:37])[C:35](=[NH:36])[O:13][CH:11]([C:9]1[C:8]2[C:4](=[CH:5][N:6]([CH2:14][O:15][CH2:16][CH2:17][Si:18]([CH3:20])([CH3:19])[CH3:21])[N:7]=2)[CH:3]=[C:2]([F:1])[CH:10]=1)[CH3:12]. Reported procedure: (±)-1-(5-Fluoro-2-((2-(trimethylsilyl)ethoxy)methyl)-2H-indazol-7-yl)ethanol (1.58 g, 5.09 mmol) was dissolved in dichloromethane (10 mL), cooled to 0° C. and treated with 1,8-diazabicyclo(5.4.0)undec-7-ene (153 μL, 1.018 mmol). The reaction was stirred for 10 min and treated with trichloroacetonitrile (5.1 mL, 50.9 mmol) dropwise over 10 min. The reaction was stirred at room temperature for 2 h and concentrated. The resulting residue was dissolved in diethyl ether. The resulting solution was de... The reactants are COC(=O)C1CC(OS(=O)(=O)c2ccc(C)cc2)C1, [K+], [K+], O=C([O-])[O-], C1COCCOCCOCCOCCOCCO1, CN(C)C=O, O=C(NCc1cccnc1)c1ccc2c(c1)ncn2-c1ccc(O)cc1. The product is COC(=O)C1CC(Oc2ccc(-n3cnc4cc(C(=O)NCc5cccnc5)ccc43)cc2)C1. As a reaction SMILES: [CH3:51][c:52]1[cH:53][cH:54][c:55]([S:56]([O:57][CH:62]2[CH2:63][CH:64]([C:66](=[O:67])[O:68][CH3:69])[CH2:65]2)(=[O:58])=[O:59])[cH:60][cH:61]1.[K+:45].[K+:46].[O-:47][C:48]([O-:49])=[O:50].[O:27]1[CH2:28][CH2:29][O:30][CH2:31][CH2:32][O:33][CH2:34][CH2:35][O:36][CH2:37][CH2:38][O:39][CH2:40][CH2:41][O:42][CH2:43][CH2:44]1.[O:70]=[CH:71][N:72]([CH3:73])[CH3:74].[OH:1][c:2]1[cH:3][cH:4][c:5](-[n:8]2[cH:9][n:10][c:11]3[c:12]2[cH:13][cH:14][c:15]([C:17](=[O:18])[NH:19][CH2:20][c:21]2[cH:22][n:23][cH:24][cH:25][cH:26]2)[cH:16]3)[cH:6][cH:7]1>>[O:1]([c:2]1[cH:3][cH:4][c:5](-[n:8]2[cH:9][n:10][c:11]3[c:12]2[cH:13][cH:14][c:15]([C:17](=[O:18])[NH:19][CH2:20][c:21]2[cH:22][n:23][cH:24][cH:25][cH:26]2)[cH:16]3)[cH:6][cH:7]1)[CH:62]1[CH2:63][CH:64]([C:66](=[O:67])[O:68][CH3:69])[CH2:65]1.